From a dataset of the Open Reaction Database (ORD), a public repository of structured organic reaction records. describe an organic reaction: reactants, conditions, products, and yield The reactants are OCC(O)CO (glycerin), COC1=C(C(=C(C(=O)O)OC)OC)C=CC=C1 (trimethoxy cinnamic acid), C1C(O1)CO (glycidol), S(O)(O)(=O)=O (sulfuric acid). Run in CS(=O)C (DMSO). Reaction conditions: temperature 90 celsius, time 3.5 hour. Product: C(C=CC1=CC=CC=C1)(=O)O (cinnamic acid). As a reaction SMILES: CO[C:3]1[CH:17]=[CH:16][CH:15]=[CH:14][C:4]=1[C:5](OC)=[C:6](OC)[C:7]([OH:9])=[O:8].C1OC1CO.S(=O)(=O)(O)O.OCC(CO)O>CS(C)=O>[C:7]([OH:9])(=[O:8])[CH:6]=[CH:5][C:4]1[CH:3]=[CH:17][CH:16]=[CH:15][CH:14]=1. Reported procedure: 4.35 g of trimethoxy cinnamic acid and 10 g of glycidol were dissolved in 5 ml of DMSO. The mixture was stirred and heated to 90° C. Catalystic amount of sulfuric acid was added, heating and agitation were carried out for 3.5 hours, and then the adduct of cinnamic acid and glycerin was obtained. Reactants: CCO, Cl, O=C(CC(=O)C(F)(F)F)c1c(O)c2nccnc2[nH]c1=O, NO. Yields the product O=C(CC(=NO)C(F)(F)F)c1c(O)c2nccnc2[nH]c1=O. As a reaction SMILES: [CH3:25][CH2:26][OH:27].[ClH:22].[F:1][C:2]([C:3]([CH2:4][C:5](=[O:6])[c:7]1[c:8]([OH:18])[c:9]2[c:10]([n:11][cH:12][cH:13][n:14]2)[nH:15][c:16]1=[O:17])=[O:19])([F:20])[F:21].[NH2:23][OH:24]>>[F:1][C:2]([C:3]([CH2:4][C:5](=[O:6])[c:7]1[c:8]([OH:18])[c:9]2[c:10]([n:11][cH:12][cH:13][n:14]2)[nH:15][c:16]1=[O:17])=[N:23][OH:24])([F:20])[F:21]. The reactants are BrC1=C(C=C(C=C1)I)OC (1-bromo-4-iodo-2-methoxybenzene), [N+](=O)([O-])C1=NNC=C1 (3-nitro-1H-pyrazole), C(C=1C(O)=CC=CC1)=NO (Salicylaldoxime), Cu2O, C(=O)([O-])[O-].[Cs+].[Cs+] (Cs2CO3). Solvent: CN(C)C=O (DMF). Reaction conditions: temperature 95 celsius. Yields the product BrC1=C(C=C(C=C1)N1N=C(C=C1)[N+](=O)[O-])OC (1-(4-bromo-3-methoxyphenyl)-3-nitro-1H-pyrazole). Yield: 60.5%. Reaction SMILES: [Br:1][C:2]1[CH:7]=[CH:6][C:5](I)=[CH:4][C:3]=1[O:9][CH3:10].[N+:11]([C:14]1[CH:18]=[CH:17][NH:16][N:15]=1)([O-:13])=[O:12].C(=NO)C1C(=CC=CC=1)O.C([O-])([O-])=O.[Cs+].[Cs+]>CN(C=O)C>[Br:1][C:2]1[CH:7]=[CH:6][C:5]([N:16]2[CH:17]=[CH:18][C:14]([N+:11]([O-:13])=[O:12])=[N:15]2)=[CH:4][C:3]=1[O:9][CH3:10] |f:3.4.5|. Procedure details: A mixture of 1-bromo-4-iodo-2-methoxybenzene (3.99 g, 12.75 mmol), 3-nitro-1H-pyrazole (1.730 g, 15.30 mmol), Salicylaldoxime (0.350 g, 2.55 mmol), Cu2O (0.146 g, 1.020 mmol) and Cs2CO3 (6.23 g, 19.13 mmol) in DMF (13 mL) was degassed with N2 and heated at 95° C. overnight. After cooling to RT, the mixture was filtered through celite and rinsed with EtOAc. The filtrate was washed with water and brine. The organic solution was dried over Na2SO4, filtered and concentrated in vacuo. The residue was... The reactants are CN1N=CC(=C1)C=1C=CC=2N(N1)C(=CN2)C(O)C=2C=C1C=CC=NC1=CC2 ((rac)-[6-(1-methyl-1H-pyrazol-4-yl)-imidazo[1,2-b]pyridazin-3-yl]-quinolin-6-yl-methanol), II (iodine), O[PH2]=O (H3PO2), aqueous solution. Solvent: C(C)(=O)O (acetic acid), O (water). Conditions: time 30 minute. Product: CN1N=CC(=C1)C=1C=CC=2N(N1)C(=CN2)CC=2C=C1C=CC=NC1=CC2 (6-[6-(1-Methyl-1H-pyrazol-4-yl)-imidazo[1,2-b]pyridazin-3-ylmethyl]-quinoline). RXN SMILES: II.O[PH2]=O.[CH3:6][N:7]1[CH:11]=[C:10]([C:12]2[CH:13]=[CH:14][C:15]3[N:16]([C:18]([CH:21]([C:23]4[CH:24]=[C:25]5[C:30](=[CH:31][CH:32]=4)[N:29]=[CH:28][CH:27]=[CH:26]5)O)=[CH:19][N:20]=3)[N:17]=2)[CH:9]=[N:8]1>C(O)(=O)C.O>[CH3:6][N:7]1[CH:11]=[C:10]([C:12]2[CH:13]=[CH:14][C:15]3[N:16]([C:18]([CH2:21][C:23]4[CH:24]=[C:25]5[C:30](=[CH:31][CH:32]=4)[N:29]=[CH:28][CH:27]=[CH:26]5)=[CH:19][N:20]=3)[N:17]=2)[CH:9]=[N:8]1. Procedure: The title compound was synthesized like described in Tetrahedron Letters, 2001, 42, 831-833): iodine (207 mg, 0.82 mmol) and H3PO2 (0.44 mL of a 50% aqueous solution, 4.07 mmol) were added to a solution of (rac)-[6-(1-methyl-1H-pyrazol-4-yl)-imidazo[1,2-b]pyridazin-3-yl]-quinolin-6-yl-methanol (Example 1, 145 mg, 0.41 mmol) in acetic acid (1 mL). The RM was subjected to MW-irradiation at 150° C. for 30 min. The RM was diluted with water and extracted with EtOAc. The organic layer was separated a... Starting materials: CSC=1S\C(\C(N1)=O)=C/C=1C=C2C=CC=NC2=CC1 (2-methylsulfanyl-5-[1-quinolin-6-yl-meth-(Z)-ylidene]-thiazol-4-one), FC(CN)(C1=NC=CC=C1)F (2,2-difluoro-2-pyridin-2-yl-ethylamine), CCN(C(C)C)C(C)C (DIEA). Product: FC(CNC=1S\C(\C(N1)=O)=C/C=1C=C2C=CC=NC2=CC1)(C1=NC=CC=C1)F (2-(2,2-difluoro-2-pyridin-2-yl-ethylamino)-5-[1-quinolin-6-yl-meth-(Z)-ylidene]-thiazol-4-one). As a reaction SMILES: CS[C:3]1[S:4]/[C:5](=[CH:9]\[C:10]2[CH:11]=[C:12]3[C:17](=[CH:18][CH:19]=2)[N:16]=[CH:15][CH:14]=[CH:13]3)/[C:6](=[O:8])[N:7]=1.[F:20][C:21]([F:30])([C:24]1[CH:29]=[CH:28][CH:27]=[CH:26][N:25]=1)[CH2:22][NH2:23].CCN(C(C)C)C(C)C>>[F:30][C:21]([F:20])([C:24]1[CH:29]=[CH:28][CH:27]=[CH:26][N:25]=1)[CH2:22][NH:23][C:3]1[S:4]/[C:5](=[CH:9]\[C:10]2[CH:11]=[C:12]3[C:17](=[CH:18][CH:19]=2)[N:16]=[CH:15][CH:14]=[CH:13]3)/[C:6](=[O:8])[N:7]=1. Reported procedure: Similar procedure as described in example 1b was used, starting from 2-methylsulfanyl-5-[1-quinolin-6-yl-meth-(Z)-ylidene]-thiazol-4-one, 2,2-difluoro-2-pyridin-2-yl-ethylamine (example 59d) and DIEA to give 2-(2,2-difluoro-2-pyridin-2-yl-ethylamino)-5-[1-quinolin-6-yl-meth-(Z)-ylidene]-thiazol-4-one. The product was dissolved in methanol (5 mL). 2 M HCl in ether (2 mL) was added. After adding ether, the solid was collected by filtration, washed with ether and dried to give 2-(2,2-difluoro-2-pyr... Reactants: O (water), BrN1C(CCC1=O)=O (N-bromosuccinimide), C(C1=CC=CC=C1)(=O)OOC(C1=CC=CC=C1)=O (benzoyl peroxide), CC1=C(C=C(C#N)C=C1)C(F)(F)F (4-methyl-3-(trifluoromethyl)benzonitrile). The solvent is C(Cl)(Cl)(Cl)Cl (carbon tetrachloride). Product: BrCC1=C(C=C(C#N)C=C1)C(F)(F)F (4-(bromomethyl)-3-(trifluoromethyl)benzonitrile). Yield: 98.1%. As a reaction SMILES: [CH3:1][C:2]1[CH:9]=[CH:8][C:5]([C:6]#[N:7])=[CH:4][C:3]=1[C:10]([F:13])([F:12])[F:11].[Br:14]N1C(=O)CCC1=O.C(OOC(=O)C1C=CC=CC=1)(=O)C1C=CC=CC=1.O>C(Cl)(Cl)(Cl)Cl>[Br:14][CH2:1][C:2]1[CH:9]=[CH:8][C:5]([C:6]#[N:7])=[CH:4][C:3]=1[C:10]([F:11])([F:12])[F:13]. Procedure details: 4-methyl-3-(trifluoromethyl)benzonitrile (10 g, 54 mmol) was dissolved in 200 mL of carbon tetrachloride and treated with N-bromosuccinimide (10.5 g, 59 mmol) and benzoyl peroxide (1.3 g, 0.54 mmol). The reaction mixture was heated to reflux temperature and stirred for one week. Then, 80 mL of water was added and the layers were separated. The aqueous layer was extracted with methylene chloride (2×50 mL). The combined organic layers were washed with water (2×50 mL), dried over magnesium sulfate,... Starting materials: O (water), OC=1C=2N(C=C(C1)C)C(=C(N2)C)C(=O)OCC (Ethyl 8-hydroxy-2,6-dimethylimidazo[1,2-a]pyridine-3-carboxylate), BrCC1=C(C=CC(=C1F)F)F (2-(bromomethyl)-1,3,4-trifluorobenzene), C([O-])([O-])=O.[Cs+].[Cs+] (caesium carbonate). Solvent: CN(C)C=O (DMF). Conditions: time 30 minute. Product: CC=1N=C2N(C=C(C=C2OCC2=C(C(=CC=C2F)F)F)C)C1C(=O)OCC (Ethyl 2,6-dimethyl-8-[(2,3,6-trifluorobenzyl)oxy]imidazo[1,2-a]pyridine-3-carboxylate). Reaction SMILES: [OH:1][C:2]1[C:3]2[N:4]([C:9]([C:13]([O:15][CH2:16][CH3:17])=[O:14])=[C:10]([CH3:12])[N:11]=2)[CH:5]=[C:6]([CH3:8])[CH:7]=1.Br[CH2:19][C:20]1[C:25]([F:26])=[C:24]([F:27])[CH:23]=[CH:22][C:21]=1[F:28].C(=O)([O-])[O-].[Cs+].[Cs+].O>CN(C=O)C>[CH3:12][C:10]1[N:11]=[C:3]2[C:2]([O:1][CH2:19][C:20]3[C:21]([F:28])=[CH:22][CH:23]=[C:24]([F:27])[C:25]=3[F:26])=[CH:7][C:6]([CH3:8])=[CH:5][N:4]2[C:9]=1[C:13]([O:15][CH2:16][CH3:17])=[O:14] |f:2.3.4|. Procedure details: 10 g (42.69 mmol) of ethyl 8-hydroxy-2,6-dimethylimidazo[1,2-a]pyridine-3-carboxylate from Example 87A, 10.9 g (46.96 mmol) of 2-(bromomethyl)-1,3,4-trifluorobenzene and 30.6 g (93.91 mmol) of caesium carbonate were initially charged in 611 ml of DMF, and the mixture was heated in an oil bath, preheated to 60° C., for 30 min. The reaction mixture was poured into about 5 l of water and stirred for 30 min, and the solid formed was filtered off with suction, washed with water and dried under high v... Starting materials: CON(C)C(=O)C1CC1c1cc(F)ccc1F, CO, [Na+], [OH-], O. Yields the product O=C(O)C1CC1c1cc(F)ccc1F. Reaction SMILES: [CH3:1][O:2][N:3]([C:4](=[O:5])[CH:6]1[CH:7]([c:9]2[c:10]([F:16])[cH:11][cH:12][c:13]([F:15])[cH:14]2)[CH2:8]1)[CH3:17].[CH3:21][OH:22].[Na+:20].[OH-:19].[OH2:18]>>[C:4](=[O:5])([CH:6]1[CH:7]([c:9]2[c:10]([F:16])[cH:11][cH:12][c:13]([F:15])[cH:14]2)[CH2:8]1)[OH:18].